This data is from the Open Reaction Database (ORD), a public repository of structured organic reaction records. The task is: describe an organic reaction: reactants, conditions, products, and yield Starting materials: C(C)(C)(C)OC(=O)N(S(=O)(=O)C)C1=CC2=C(N(C(O2)=O)CC(=O)O)C=C1 (2-(6-(N-(tert-butoxycarbonyl)methylsulfonamido)-2-oxobenzo[d]oxazol-3(2H)-yl)acetic acid), ClC=1C=[N+](C=C(C1C[C@H](O)C1=CC(=C(C=C1)OC(F)F)OCC1CC1)Cl)[O-] ((S)-3,5-dichloro-4-(2-(3-(cyclopropylmethoxy)-4-(difluoromethoxy)phenyl)-2-hydroxyethyl)pyridine 1-oxide), C(CCl)Cl (EDC). Reagents/catalysts: CN(C)C=1C=CN=CC1 (DMAP). The solvent is C(Cl)Cl (DCM), C(Cl)Cl (DCM). Run at time 2 hour. Yields the product C(C)(C)(C)OC(=O)N(S(=O)(=O)C)C1=CC2=C(N(C(O2)=O)CC(=O)O[C@@H](CC2=C(C=[N+](C=C2Cl)[O-])Cl)C2=CC(=C(C=C2)OC(F)F)OCC2CC2)C=C1 ((S)-4-(2-(2-(6-(N-(tert-butoxycarbonyl)methylsulfonamido)-2-oxobenzo[d]oxazol-3(2H)-yl)acetoxy)-2-(3-(cyclopropylmethoxy)-4-(difluoromethoxy)phenyl)ethyl)-3,5-dichloropyridine 1-oxide). The yield is 50.3%. RXN SMILES: [C:1]([O:5][C:6]([N:8]([C:13]1[CH:26]=[CH:25][C:16]2[N:17]([CH2:21][C:22]([OH:24])=[O:23])[C:18](=[O:20])[O:19][C:15]=2[CH:14]=1)[S:9]([CH3:12])(=[O:11])=[O:10])=[O:7])([CH3:4])([CH3:3])[CH3:2].[Cl:27][C:28]1[CH:29]=[N+:30]([O-:53])[CH:31]=[C:32]([Cl:52])[C:33]=1[CH2:34][C@@H:35]([C:37]1[CH:42]=[CH:41][C:40]([O:43][CH:44]([F:46])[F:45])=[C:39]([O:47][CH2:48][CH:49]2[CH2:51][CH2:50]2)[CH:38]=1)O.C(Cl)CCl>CN(C1C=CN=CC=1)C.C(Cl)Cl>[C:1]([O:5][C:6]([N:8]([C:13]1[CH:26]=[CH:25][C:16]2[N:17]([CH2:21][C:22]([O:24][C@H:35]([C:37]3[CH:42]=[CH:41][C:40]([O:43][CH:44]([F:45])[F:46])=[C:39]([O:47][CH2:48][CH:49]4[CH2:50][CH2:51]4)[CH:38]=3)[CH2:34][C:33]3[C:32]([Cl:52])=[CH:31][N+:30]([O-:53])=[CH:29][C:28]=3[Cl:27])=[O:23])[C:18](=[O:20])[O:19][C:15]=2[CH:14]=1)[S:9]([CH3:12])(=[O:10])=[O:11])=[O:7])([CH3:4])([CH3:2])[CH3:3]. Reported procedure: A mixture of 2-(6-(N-(tert-butoxycarbonyl)methylsulfonamido)-2-oxobenzo[d]oxazol-3(2H)-yl)acetic acid (0.234 g, 0.606 mmol), (S)-3,5-dichloro-4-(2-(3-(cyclopropylmethoxy)-4-(difluoromethoxy)phenyl)-2-hydroxyethyl)pyridine 1-oxide (0.212 g, 0.505 mmol), EDC (0.290 g, 1.514 mmol) and DMAP (0.031 g, 0.252 mmol) in DCM (15 ml) was stirred at room temperature for 2 hours. The mixture was diluted with DCM and washed with 1N HCl, 1N NaHCO3 and brine. The organic phase was dried over sodium sulfate and ... Reactants: C#CCCO, I[Cu]I, O=C1c2ccccc2C(=O)N1Cc1ccc(I)cc1, CN(C)C=O, Cl[Pd]Cl, c1ccc(P(c2ccccc2)c2ccccc2)cc1. The product is O=C1c2ccccc2C(=O)N1Cc1ccc(C#CCCO)cc1. RXN SMILES: [CH2:39]([CH2:40][C:41]#[CH:42])[OH:43].[Cu:47]([I:48])[I:49].[I:1][c:2]1[cH:3][cH:4][c:5]([CH2:6][N:7]2[C:8](=[O:17])[c:9]3[cH:10][cH:11][cH:12][cH:13][c:14]3[C:15]2=[O:16])[cH:18][cH:19]1.[O:50]=[CH:51][N:52]([CH3:53])[CH3:54].[Pd:44]([Cl:45])[Cl:46].[c:20]1([P:21]([c:22]2[cH:23][cH:24][cH:25][cH:26][cH:27]2)[c:28]2[cH:29][cH:30][cH:31][cH:32][cH:33]2)[cH:34][cH:35][cH:36][cH:37][cH:38]1>>[c:2]1([C:42]#[C:41][CH2:40][CH2:39][OH:43])[cH:3][cH:4][c:5]([CH2:6][N:7]2[C:8](=[O:17])[c:9]3[cH:10][cH:11][cH:12][cH:13][c:14]3[C:15]2=[O:16])[cH:18][cH:19]1.